This data is from the Open Reaction Database (ORD), a public repository of structured organic reaction records. The task is: describe an organic reaction: reactants, conditions, products, and yield Run in CCOC(=O)C (EtOAc). The reagents and catalysts are [Pd] (Pd/C). Run at time 24 hour. The reactants are C(C)OC(=O)N1CC2CC3=C(C2C1)SC(=C3)CO (5-Hydroxymethyl-3,3a,7,7a-tetrahydro-1H-4-thia-2-aza-cyclopenta[α]pentalene-2-carboxylic acid ethyl ester). Reported procedure: The product of step b) was dissolved in EtOAc (50 ml) and 10% Pd/C (1 gram) was added. The flask was evacuated and purged four times with N2 and then a balloon of H2 was added and the reaction was stirred for 24 hours at room temperature. Next, the mixture was passed through a pad of celite and the solvent was concentrated providing the subtitled product that was used without further purification. Yields the product C(C)OC(=O)N1CC2CC3=C(C2C1)SC(=C3)C (5-Methyl-3,3a,7,7a-tetrahydro-1H-4-thia-2-aza-cyclopenta[α]pentalene-2-carboxylic acid ethyl ester). RXN SMILES: [CH2:1]([O:3][C:4]([N:6]1[CH2:13][CH:12]2[CH:8]([CH2:9][C:10]3[CH:16]=[C:15]([CH2:17]O)[S:14][C:11]=32)[CH2:7]1)=[O:5])[CH3:2]>CCOC(C)=O.[Pd]>[CH2:1]([O:3][C:4]([N:6]1[CH2:13][CH:12]2[CH:8]([CH2:9][C:10]3[CH:16]=[C:15]([CH3:17])[S:14][C:11]=32)[CH2:7]1)=[O:5])[CH3:2]. The reactants are FC(C=1C=C(C=C(C1)C(F)(F)F)[C@@H]1[C@@H](N(C(O1)=O)CC1=NC(=NC=C1C=1C(=NC=C(C1)B1OC(C(O1)(C)C)(C)C)OC)SC)C)(F)F ((4S,5R)-5-[3,5-Bis(trifluoromethyl)phenyl]-3-({5-[2-methoxy-5-(4,4,5,5-tetramethyl-1,3,2-dioxaborolan-2-yl)pyridin-3-yl]-2-(methylthio)pyrimidin-4-yl}methyl)-4-methyl-1,3-oxazolidin-2-one), BrC=1C(=NNC1C)C (4-bromo-3,5-dimethyl-1H-pyrazole), P(=O)([O-])([O-])[O-].[K+].[K+].[K+] (tripotassium phosphate), (2-dicyclohexylphosphino-2′,4′,6′-triisopropyl-1,1′-biphenyl)[2-(2-aminoethyl)phenyl), [Cl-].[Na+].O.C(C)(=O)OCC (brine ethyl acetate). Reagents/catalysts: [Pd](Cl)Cl (palladium(II) chloride). Solvent: O (H2O), C1CCOC1 (THF). Yields the product FC(C=1C=C(C=C(C1)C(F)(F)F)[C@@H]1[C@@H](N(C(O1)=O)CC1=NC(=NC=C1C=1C(=NC=C(C1)C=1C(=NNC1C)C)OC)SC)C)(F)F ((4S,5R)-5-[3,5-Bis(trifluoromethyl)phenyl]-3-({5-[5-(3,5-dimethyl-1H-pyrazol-4-yl)-2-methoxypyridin-3-yl]-2-(methylthio)pyrimidin-4-yl}methyl)-4-methyl-1,3-oxazolidin-2-one). Reaction SMILES: [F:1][C:2]([F:47])([F:46])[C:3]1[CH:4]=[C:5]([C@H:13]2[O:17][C:16](=[O:18])[N:15]([CH2:19][C:20]3[C:25]([C:26]4[C:27]([O:41][CH3:42])=[N:28][CH:29]=[C:30](B5OC(C)(C)C(C)(C)O5)[CH:31]=4)=[CH:24][N:23]=[C:22]([S:43][CH3:44])[N:21]=3)[C@H:14]2[CH3:45])[CH:6]=[C:7]([C:9]([F:12])([F:11])[F:10])[CH:8]=1.Br[C:49]1[C:50]([CH3:55])=[N:51][NH:52][C:53]=1[CH3:54].P([O-])([O-])([O-])=O.[K+].[K+].[K+].[Cl-].[Na+].O.C(OCC)(=O)C>[Pd](Cl)Cl.O.C1COCC1>[F:47][C:2]([F:46])([F:1])[C:3]1[CH:4]=[C:5]([C@H:13]2[O:17][C:16](=[O:18])[N:15]([CH2:19][C:20]3[C:25]([C:26]4[C:27]([O:41][CH3:42])=[N:28][CH:29]=[C:30]([C:49]5[C:50]([CH3:55])=[N:51][NH:52][C:53]=5[CH3:54])[CH:31]=4)=[CH:24][N:23]=[C:22]([S:43][CH3:44])[N:21]=3)[C@H:14]2[CH3:45])[CH:6]=[C:7]([C:9]([F:12])([F:11])[F:10])[CH:8]=1 |f:2.3.4.5,6.7.8.9|. Procedure: (4S,5R)-5-[3,5-Bis(trifluoromethyl)phenyl]-3-({5-[2-methoxy-5-(4,4,5,5-tetramethyl-1,3,2-dioxaborolan-2-yl)pyridin-3-yl]-2-(methylthio)pyrimidin-4-yl}methyl)-4-methyl-1,3-oxazolidin-2-one (Step A, 0.76 g, 1.11 mmol), 4-bromo-3,5-dimethyl-1H-pyrazole (0.233 g, 1.33 mmol), tripotassium phosphate (1.178 g, 5.50 mmol), (2-dicyclohexylphosphino-2′,4′,6′-triisopropyl-1,1′-biphenyl)[2-(2-aminoethyl)phenyl)]palladium(II) chloride (XPHOS Biphenyl Precatalyst) (0.087 g, 0.11 mmol), THF (8.33 mL), and H2O ... Starting materials: CCCCOC(=O)C(Br)CCc1ccccc1, CC(C)(C)OC(=O)CN1C(=O)C(N)CSCC1c1cccs1. The product is CCCCOC(=O)C(CCc1ccccc1)NC1CSCC(c2cccs2)N(CC(=O)OC(C)(C)C)C1=O. As a reaction SMILES: [Br:23][CH:24]([C:25](=[O:26])[O:27][CH2:28][CH2:29][CH2:30][CH3:31])[CH2:32][CH2:33][c:34]1[cH:35][cH:36][cH:37][cH:38][cH:39]1.[NH2:1][CH:2]1[C:3](=[O:22])[N:4]([CH2:14][C:15](=[O:16])[O:17][C:18]([CH3:19])([CH3:20])[CH3:21])[CH:5]([c:9]2[s:10][cH:11][cH:12][cH:13]2)[CH2:6][S:7][CH2:8]1>>[NH:1]([CH:2]1[C:3](=[O:22])[N:4]([CH2:14][C:15](=[O:16])[O:17][C:18]([CH3:19])([CH3:20])[CH3:21])[CH:5]([c:9]2[s:10][cH:11][cH:12][cH:13]2)[CH2:6][S:7][CH2:8]1)[CH:24]([C:25](=[O:26])[O:27][CH2:28][CH2:29][CH2:30][CH3:31])[CH2:32][CH2:33][c:34]1[cH:35][cH:36][cH:37][cH:38][cH:39]1.